describe an organic reaction: reactants, conditions, products, and yield From a dataset of the Open Reaction Database (ORD), a public repository of structured organic reaction records. Starting materials: CC1CO1, ClCCl, CCN(C(C)C)C(C)C, Cl, O=C1NC(=O)c2ccccc21. The product is O=C1c2ccccc2C(=O)N1Cl. Reaction SMILES: [CH2:12]1[O:13][CH:14]1[CH3:15].[CH2:26]([Cl:27])[Cl:28].[CH:16]([N:17]([CH:18]([CH3:19])[CH3:20])[CH2:21][CH3:22])([CH3:23])[CH3:24].[Cl:25].[O:1]=[C:2]1[NH:3][C:4](=[O:5])[c:6]2[cH:7][cH:8][cH:9][cH:10][c:11]21>>[O:1]=[C:2]1[N:3]([Cl:27])[C:4](=[O:5])[c:6]2[cH:7][cH:8][cH:9][cH:10][c:11]21. Starting materials: [Si](C)(C)(C)Cl (Me3SiCl), [Na+].[I-] (NaI), CC1=NOC(=C1C)N(S(=O)(=O)C=1C(=CC=CC1)C1=C(C=C(C=C1)C=1OC=CN1)CN1C(C(CCC1)(C)C)=O)COCCOC (N-(3,4-Dimethyl-5-isoxazolyl)-2'-[(3,3-dimethyl-2-oxo-1-piperidinyl)methyl]-N-[(2-methoxyethoxy)methyl]-4'-(2-oxazolyl)[1,1'-biphenyl]-2-sulfonamide), [Si](C)(C)(C)Cl (Me3SiCl), [Na+].[I-] (NaI), O (H2O). Solvent: CC#N (CH3CN), CCOC(=O)C (EtOAc). Run at time 30 minute. Yields the product solvent B, CC1=NOC(=C1C)NS(=O)(=O)C=1C(=CC=CC1)C1=C(C=C(C=C1)C=1OC=CN1)CN1C(C(CCC1)(C)C)=O (N-(3,4-Dimethyl-5-isoxazolyl)-2'-[(3,3-dimethyl-2-oxo-1-piperidinyl)methyl]-4'-(2-oxazolyl)[1,1'-biphenyl]-2-sulfonamide). RXN SMILES: [CH3:1][C:2]1[C:6]([CH3:7])=[C:5]([N:8](COCCOC)[S:9]([C:12]2[C:13]([C:18]3[CH:23]=[CH:22][C:21]([C:24]4[O:25][CH:26]=[CH:27][N:28]=4)=[CH:20][C:19]=3[CH2:29][N:30]3[CH2:35][CH2:34][CH2:33][C:32]([CH3:37])([CH3:36])[C:31]3=[O:38])=[CH:14][CH:15]=[CH:16][CH:17]=2)(=[O:11])=[O:10])[O:4][N:3]=1.[Si](Cl)(C)(C)C.[Na+].[I-].O>CC#N.CCOC(C)=O>[CH3:1][C:2]1[C:6]([CH3:7])=[C:5]([NH:8][S:9]([C:12]2[C:13]([C:18]3[CH:23]=[CH:22][C:21]([C:24]4[O:25][CH:26]=[CH:27][N:28]=4)=[CH:20][C:19]=3[CH2:29][N:30]3[CH2:35][CH2:34][CH2:33][C:32]([CH3:36])([CH3:37])[C:31]3=[O:38])=[CH:14][CH:15]=[CH:16][CH:17]=2)(=[O:11])=[O:10])[O:4][N:3]=1 |f:2.3|. Reported procedure: To a solution of the title compound of Step (D) (70 mg, 0.11 mmol) in 2.2 ml of CH3CN, Me3SiCl (73 mg, 0.67 mmol) was added and followed by NaI (100 mg, 0.67 mmol). The mixture was stirred at room temperature for 30 min. Additional Me3SiCl (98 mg, 0.90 mmol) and NaI (135 mg, 0.90 mmol) were added in four portions and the reaction was stirred for additional 1 hr and 40 min. The reaction mixture was then added to 2 ml H2O and 30 ml EtOAc. The organic layer was separated and washed with 1 ml satura... Reactants: C1CCCCC1 (cyclohexane), O.C(C)(=O)OCC (water ethyl acetate), S(=O)(=O)([O-])[O-].[Al+3].[K+].S(=O)(=O)([O-])[O-] (potassium aluminum sulfate), CC1=C2[C@H](C(=O)[C@@]3([C@H](C[C@@H]4[C@]([C@H]3[C@@H]([C@@](C2(C)C)(C[C@@H]1OC(=O)[C@@H]([C@H](C=5C=CC=CC5)NC(=O)OC(C)(C)C)O)O)OC(=O)C=6C=CC=CC6)(CO4)OC(=O)C)O)C)O (docetaxel). Solvent: C(C)O (ethanol). Run at temperature 7.5 celsius, time 27.5 minute. Product: CC1=C2[C@H](C(=O)[C@@]3([C@H](C[C@@H]4[C@]([C@H]3[C@@H]([C@](C2(C)C)(C[C@@H]1OC(=O)[C@@H]([C@H](C5=CC=CC=C5)NC(=O)OC(C)(C)C)O)O)OC(=O)C6=CC=CC=C6)(CO4)OC(=O)C)O)C)O.O.O.O (Docetaxel trihydrate). Yield: 70.0%. RXN SMILES: [CH3:1][C:2]1[C@@H:19]([O:20][C:21]([C@H:23]([OH:39])[C@@H:24]([NH:31][C:32]([O:34][C:35]([CH3:38])([CH3:37])[CH3:36])=[O:33])[C:25]2[CH:26]=[CH:27][CH:28]=[CH:29][CH:30]=2)=[O:22])[CH2:18][C@:14]2([OH:40])[C:15]([CH3:17])([CH3:16])[C:3]=1[C@@H:4]([OH:58])[C:5]([C@@:7]1([CH3:57])[C@H:12]([C@@H:13]2[O:41][C:42]([C:44]2[CH:45]=[CH:46][CH:47]=[CH:48][CH:49]=2)=[O:43])[C@:11]2([O:52][C:53]([CH3:55])=[O:54])[CH2:50][O:51][C@@H:10]2[CH2:9][C@@H:8]1[OH:56])=[O:6].C1CCCCC1.O.C(OCC)(=[O:68])C.S([O-])([O-])(=O)=[O:73].[Al+3].[K+].S([O-])([O-])(=O)=[O:80]>C(O)C>[CH3:1][C:2]1[C@@H:19]([O:20][C:21]([C@H:23]([OH:39])[C@@H:24]([NH:31][C:32]([O:34][C:35]([CH3:36])([CH3:37])[CH3:38])=[O:33])[C:25]2[CH:30]=[CH:29][CH:28]=[CH:27][CH:26]=2)=[O:22])[CH2:18][C@@:14]2([OH:40])[C:15]([CH3:16])([CH3:17])[C:3]=1[C@@H:4]([OH:58])[C:5]([C@@:7]1([CH3:57])[C@H:12]([C@@H:13]2[O:41][C:42]([C:44]2[CH:45]=[CH:46][CH:47]=[CH:48][CH:49]=2)=[O:43])[C@:11]2([O:52][C:53]([CH3:55])=[O:54])[CH2:50][O:51][C@@H:10]2[CH2:9][C@@H:8]1[OH:56])=[O:6].[OH2:68].[OH2:73].[OH2:80] |f:2.3,4.5.6.7,9.10.11.12|. Procedure details: Crude docetaxel (1.0 g) was dissolved in a mixture of ethanol:cyclohexane:demineralised water:ethyl acetate (20:2:10:0.8) containing 0.02 g potassium aluminum sulfate at 25-30° C. under constant stirring. The clear biphasic reaction was then concentrated to 20 ml and cooled to 5-10° C. The precipitated solid was stirred for 25-30 minutes at 5-10° C., then filtered, washed with demineralised water (1 ml) and dried under vacuum under a humid atmosphere (until the moisture content was between 5-7% ... The reactants are CC(C)(C)OC(=O)NC1CCC(=O)CC1 (N-4-BOC-aminocyclohexanone), [OH-].[Na+] (NaOH), C(C)(C)(C)N (tert-butylamine), [BH4-].[Na+] (NaBH4). The reagents and catalysts are [Ti+4] (titanium (IV)). The solvent is CO (MeOH), C(Cl)Cl (Methylene chloride). Run at time 8 hour. Yields the product C(C)(C)(C)OC(NC1CCC(CC1)NC(C)(C)C)=O ((4-tert-Butylamino-cyclohexyl)-carbamic acid tert-butyl ester). Yield: 100.7%. RXN SMILES: [CH3:1][C:2]([O:5][C:6]([NH:8][CH:9]1[CH2:15][CH2:14][C:12](=O)[CH2:11][CH2:10]1)=[O:7])([CH3:4])[CH3:3].[C:16]([NH2:20])([CH3:19])([CH3:18])[CH3:17].[BH4-].[Na+].[OH-].[Na+]>[Ti+4].C(Cl)Cl.CO>[C:2]([O:5][C:6](=[O:7])[NH:8][CH:9]1[CH2:15][CH2:14][CH:12]([NH:20][C:16]([CH3:19])([CH3:18])[CH3:17])[CH2:11][CH2:10]1)([CH3:4])([CH3:3])[CH3:1] |f:2.3,4.5|. Procedure: N-4-BOC-aminocyclohexanone (5.00 g, 23 mmol, 1 eq.), tert-butylamine (2.46 mL, 23 mmol, 1 eq.), and titanium (IV) isoproproxide (6.87 mL, 23 mmol, 1 eq.), were mixed and stirred at RT under nitrogen overnight. MeOH (50 mL) was added followed by NaBH4 pellets (0.89 g, 23 mmol, 1 eq.). After 30 minutes added 50 mL of 1 N NaOH. Methylene chloride was added, the insoluble matter filtered, and the layers separated. The aqueous layer was extracted twice more with methylene chloride. The organic layers... The reactants are Cl (hydrochloric acid), O.Cl.C(C1=CC=CC=C1)N1C(COC(C1)(CCN1CCC(CC1)(C1=CC=CC=C1)O)C1=CC(=C(C=C1)Cl)Cl)=O.C(C1=CC=CC=C1)N1C(COC(C1)(C1=CC(=C(C=C1)Cl)Cl)CCN1CCC(CC1)(O)C1=CC=CC=C1)=O.Cl (4-Benzyl-6-(3,4-dichlorophenyl)-6-[2-(4-hydroxy-4-phenylpiperid-1-yl)ethyl]morpholin-3-one hydrochloride hemihydrate), FC(C(=O)O)(F)F.C(C)OC(=O)NC1(CCNCC1)C1=CC=CC=C1 (4-(ethoxycarbonylamino)-4-phenylpiperidine trifluoroacetate), C(=O)([O-])[O-].[K+].[K+] (K2CO3). Solvent: O (water), CCOCC (ether), CN(C)C=O (DMF), C(Cl)Cl (DCM). Run at temperature 90 celsius, time 30 minute. Yields the product O.Cl.C(C1=CC=CC=C1)N1C(COC(C1)(C1=CC(=C(C=C1)Cl)Cl)CCN1CCC(CC1)(C1=CC=CC=C1)NC(=O)OCC)=O (4-Benzyl-6-[2-[4-(ethoxycarbonylamino)-4-phenylpiperid-1-yl]ethyl]-6-(3,4-dichlorophenyl)morpholin-3-one hydrochloride monohydrate). Yield: 83.2%. RXN SMILES: O.Cl.C(N1CC(C2C=CC([Cl:37])=C(Cl)C=2)(CCN2CCC(O)(C3C=CC=CC=3)CC2)[O:13]CC1=O)C1C=CC=CC=1.[CH2:40]([N:47]1[CH2:52][C:51]([CH2:61][CH2:62][N:63]2[CH2:68][CH2:67][C:66]([C:70]3[CH:75]=[CH:74][CH:73]=[CH:72][CH:71]=3)(O)[CH2:65][CH2:64]2)([C:53]2[CH:58]=[CH:57][C:56]([Cl:59])=[C:55]([Cl:60])[CH:54]=2)[O:50][CH2:49][C:48]1=[O:76])[C:41]1[CH:46]=[CH:45][CH:44]=[CH:43][CH:42]=1.Cl.FC(F)(F)C(O)=O.[CH2:85]([O:87][C:88]([NH:90]C1(C2C=CC=CC=2)CCNCC1)=[O:89])[CH3:86].C([O-])([O-])=O.[K+].[K+].Cl>CN(C=O)C.C(Cl)Cl.CCOCC.O>[OH2:13].[ClH:37].[CH2:40]([N:47]1[CH2:52][C:51]([CH2:61][CH2:62][N:63]2[CH2:64][CH2:65][C:66]([NH:90][C:88]([O:87][CH2:85][CH3:86])=[O:89])([C:70]3[CH:71]=[CH:72][CH:73]=[CH:74][CH:75]=3)[CH2:67][CH2:68]2)([C:53]2[CH:58]=[CH:57][C:56]([Cl:59])=[C:55]([Cl:60])[CH:54]=2)[O:50][CH2:49][C:48]1=[O:76])[C:41]1[CH:46]=[CH:45][CH:44]=[CH:43][CH:42]=1 |f:0.1.2.3.4,5.6,7.8.9,15.16.17|. Procedure: A mixture of 1.1 g of the compound obtained in step B of EXAMPLE 14, 1 g of 4-(ethoxycarbonylamino)-4-phenylpiperidine trifluoroacetate and 0.7 g of K2CO3 in 3 ml of DMF is heated at 80-100° C. for 2 hours. After cooling to RT, the reaction mixture is poured into water and stirred for 30 minutes and the precipitate formed is wrung, washed with water and dried under vacuum at 60° C. The precipitate is chromatographed on silica H using a DCM/MeOH mixture (from 100/1; v/v to 100/4.5; v/v) as the el...